From a dataset of the Open Reaction Database (ORD), a public repository of structured organic reaction records. describe an organic reaction: reactants, conditions, products, and yield Starting materials: [O-][Br+2]([O-])O, [O-]Br, CCCCCCCCCCOc1ccc(-c2nc3cc(C(C)=O)ccc3o2)cc1, [O-][Cl+2]([O-])O, [Na+], [Na+], C1COCCO1, [OH-], O. Product: CCCCCCCCCCOc1ccc(-c2nc3cc(C(=O)O)ccc3o2)cc1. As a reaction SMILES: [Br+2:3]([OH:4])([O-:5])[O-:6].[Br:7][O-:8].[CH2:10]([CH2:11][CH2:12][CH2:13][CH2:14][CH2:15][CH2:16][CH2:17][CH2:18][CH3:19])[O:20][c:21]1[cH:22][cH:23][c:24](-[c:27]2[o:28][c:29]3[c:30]([n:31]2)[cH:32][c:33]([C:36]([CH3:37])=[O:38])[cH:34][cH:35]3)[cH:25][cH:26]1.[Cl+2:39]([O-:40])([OH:41])[O-:42].[Na+:2].[Na+:9].[O:44]1[CH2:45][CH2:46][O:47][CH2:48][CH2:49]1.[OH-:1].[OH2:43]>>[CH2:10]([CH2:11][CH2:12][CH2:13][CH2:14][CH2:15][CH2:16][CH2:17][CH2:18][CH3:19])[O:20][c:21]1[cH:22][cH:23][c:24](-[c:27]2[o:28][c:29]3[c:30]([n:31]2)[cH:32][c:33]([C:36](=[O:38])[OH:40])[cH:34][cH:35]3)[cH:25][cH:26]1. Starting materials: Cl (HCl), [Li]CCCC (n-BuLi), BrC1=CN=CS1 (5-bromothiazole), [Sn](CCCC)(CCCC)(CCCC)Cl (n-Bu3SnCl). Solvent: O1CCCC1 (tetrahydrofuran), CCCCCC (hexane), C1CCOC1 (THF). Reaction conditions: time 1 hour. Yields the product C(CCC)[Sn](C1=CN=CS1)(CCCC)CCCC (5-Tributylstannylthiazole). Yield: 34.7%. As a reaction SMILES: [Li]CCCC.Br[C:7]1[S:11][CH:10]=[N:9][CH:8]=1.[Sn:12](Cl)([CH2:21][CH2:22][CH2:23][CH3:24])([CH2:17][CH2:18][CH2:19][CH3:20])[CH2:13][CH2:14][CH2:15][CH3:16].Cl>C1COCC1.CCCCCC>[CH2:21]([Sn:12]([CH2:13][CH2:14][CH2:15][CH3:16])([CH2:17][CH2:18][CH2:19][CH3:20])[C:7]1[S:11][CH:10]=[N:9][CH:8]=1)[CH2:22][CH2:23][CH3:24]. Procedure: A hexane solution of n-BuLi (4.14 mL, 10 mmol) was added dropwise to an anhydrous tetrahydrofuran solution of 5-bromothiazole (0.46 mL, 5.0 mmol) at −78° C. under nitrogen atmosphere over a period of 30 minutes, and the mixture was stirred for 1 hour. A solution of n-Bu3SnCl (1.41 mL, 5.0 mmol) in THF was then added dropwise over a period of 30 minutes at 78° C., and after stirring for 2 hours, the mixture was raised to room temperature and stirred for another hour. Three drops of a 1N HCl solut... Starting materials: [OH-].[Na+] (NaOH), O (water), C1(CCCCCC1)NC1=C(C=NC=C1)S(=O)(=O)N ((4-(cycloheptylamino)pyrid-3-yl)sulphonamide), O (water), C1(CCCCCC1)N=C=O (cycloheptyl isocyanate). Run in mixture, CC(=O)C (acetone). Product: C1(CCCCCC1)NC1=C(C=NC=C1)S(=O)(=O)NC(=O)NC1CCCCCC1 (N-{[4-(cycloheptylamino)pyrid-3-yl]sulphonyl}-N'-(cycloheptyl)urea). As a reaction SMILES: [OH-].[Na+].O.[CH:4]1([NH:11][C:12]2[CH:17]=[CH:16][N:15]=[CH:14][C:13]=2[S:18]([NH2:21])(=[O:20])=[O:19])[CH2:10][CH2:9][CH2:8][CH2:7][CH2:6][CH2:5]1.[CH:22]1([N:29]=[C:30]=[O:31])[CH2:28][CH2:27][CH2:26][CH2:25][CH2:24][CH2:23]1>CC(C)=O>[CH:4]1([NH:11][C:12]2[CH:17]=[CH:16][N:15]=[CH:14][C:13]=2[S:18]([NH:21][C:30]([NH:29][CH:22]2[CH2:28][CH2:27][CH2:26][CH2:25][CH2:24][CH2:23]2)=[O:31])(=[O:20])=[O:19])[CH2:5][CH2:6][CH2:7][CH2:8][CH2:9][CH2:10]1 |f:0.1|. Reported procedure: 0.01 mol of NaOH in solution in a minimum of water is added to a solution of 2.4 g of (4-(cycloheptylamino)pyrid-3-yl)sulphonamide in 80 cm3 of a mixture of water and acetone (1/1). Stirring is effected with a bar magnet and 2.1 g of cycloheptyl isocyanate are added. Stirring is continued while monitoring the progress of the reaction by thin layer chromatography. Evaporation is carried out in vacuo and the residue is taken up in 100 cm3 of 0.2N NaOH. After filtering, the pH of the solution is ad... The reactants are N1=C(C=CC=C1)N1CCN(CC1)CC1=NC2=C(N1)C=CC=C2 (2-[(4-Pyridin-2-ylpiperazin-1-yl)methyl]-1H-benzimidazole), C(\C=C\C(=O)O)(=O)O (fumaric acid), CO (methanol). Reaction conditions: time 4 hour. The product is C(\C=C\C(=O)O)(=O)O.N1=C(C=CC=C1)N1CCN(CC1)CC1=NC2=C(N1)C=CC=C2.C(\C=C\C(=O)O)(=O)O.C(\C=C\C(=O)O)(=O)O.N2=C(C=CC=C2)N2CCN(CC2)CC2=NC1=C(N2)C=CC=C1 (2-[(4-pyridin-2-ylpiperazin-1-yl)methyl]-1H-benzimidazole sesqui(fumarate)). RXN SMILES: [N:1]1[CH:6]=[CH:5][CH:4]=[CH:3][C:2]=1[N:7]1[CH2:12][CH2:11][N:10]([CH2:13][C:14]2[NH:18][C:17]3[CH:19]=[CH:20][CH:21]=[CH:22][C:16]=3[N:15]=2)[CH2:9][CH2:8]1.[C:23]([OH:30])(=[O:29])/[CH:24]=[CH:25]/[C:26]([OH:28])=[O:27].CO>>[C:23]([OH:30])(=[O:29])/[CH:24]=[CH:25]/[C:26]([OH:28])=[O:27].[N:1]1[CH:6]=[CH:5][CH:4]=[CH:3][C:2]=1[N:7]1[CH2:8][CH2:9][N:10]([CH2:13][C:14]2[NH:15][C:16]3[CH:22]=[CH:21][CH:20]=[CH:19][C:17]=3[N:18]=2)[CH2:11][CH2:12]1.[C:23]([OH:30])(=[O:29])/[CH:24]=[CH:25]/[C:26]([OH:28])=[O:27].[C:23]([OH:30])(=[O:29])/[CH:24]=[CH:25]/[C:26]([OH:28])=[O:27].[N:1]1[CH:6]=[CH:5][CH:4]=[CH:3][C:2]=1[N:7]1[CH2:8][CH2:9][N:10]([CH2:13][C:14]2[NH:15][C:16]3[CH:22]=[CH:21][CH:20]=[CH:19][C:17]=3[N:18]=2)[CH2:11][CH2:12]1 |f:3.4.5.6.7|. Procedure details: 2-[(4-Pyridin-2-ylpiperazin-1-yl)methyl]-1H-benzimidazole (10 g, 33.7 mmol) and fumaric acid (7.8 g, 67.4 mmol) were combined in methanol (100 mL) and stirred at room temperature for 4 hours. The suspension was filtered, washed with isopropanol (60 mL), and dried under reduced pressure to provide the title compound as a solid. Elemental analysis calc'd: C, 59.09; H, 5.39; N, 14.98. Found: C, 58.97; H, 5.22; N, 14.85. DSC: sharp endotherm at 177.26° C., followed by a smaller endotherm at 237.95° ...